From a dataset of the Open Reaction Database (ORD), a public repository of structured organic reaction records. describe an organic reaction: reactants, conditions, products, and yield Reactants: C([O-])([O-])=O.[Na+].[Na+] (sodium carbonate), ClC=1N=CC2=C(N(CC(C(N2C)=O)(F)F)CCCC2=CC=CC=C2)N1 (2-chloro-7,7-difluoro-5-methyl-9-(3-phenyl-propyl)-5,7,8,9-tetrahydro-pyrimido[4,5-b][1,4]diazepin-6-one), NC1=C(C=C(C(=O)NC2CCN(CC2)C)C=C1)OC (4-amino-3-methoxy-N-(1-methyl-piperidin-4-yl)-benzamide), O.C1(=CC=C(C=C1)S(=O)(=O)O)C (p-toluenesulfonic acid monohydrate). Solvent: ClCCl (dichloromethane), C(C)(C)O (isopropanol). Yields the product FC1(C(N(C2=C(N(C1)CCCC1=CC=CC=C1)N=C(N=C2)NC2=C(C=C(C(=O)NC1CCN(CC1)C)C=C2)OC)C)=O)F (4-[7,7-difluoro-5-methyl-6-oxo-9-(3-phenyl-propyl)-6,7,8,9-tetrahydro-5H-pyrimido[4,5-b][1,4]diazepin-2-ylamino]-3-methoxy-N-(1-methyl-piperidin-4-yl)-benzamide). Yield: 306.3%. Reaction SMILES: Cl[C:2]1[N:3]=[CH:4][C:5]2[N:11]([CH3:12])[C:10](=[O:13])[C:9]([F:15])([F:14])[CH2:8][N:7]([CH2:16][CH2:17][CH2:18][C:19]3[CH:24]=[CH:23][CH:22]=[CH:21][CH:20]=3)[C:6]=2[N:25]=1.[NH2:26][C:27]1[CH:42]=[CH:41][C:30]([C:31]([NH:33][CH:34]2[CH2:39][CH2:38][N:37]([CH3:40])[CH2:36][CH2:35]2)=[O:32])=[CH:29][C:28]=1[O:43][CH3:44].O.C1(C)C=CC(S(O)(=O)=O)=CC=1.C(=O)([O-])[O-].[Na+].[Na+]>ClCCl.C(O)(C)C>[F:14][C:9]1([F:15])[CH2:8][N:7]([CH2:16][CH2:17][CH2:18][C:19]2[CH:24]=[CH:23][CH:22]=[CH:21][CH:20]=2)[C:6]2[N:25]=[C:2]([NH:26][C:27]3[CH:42]=[CH:41][C:30]([C:31]([NH:33][CH:34]4[CH2:35][CH2:36][N:37]([CH3:40])[CH2:38][CH2:39]4)=[O:32])=[CH:29][C:28]=3[O:43][CH3:44])[N:3]=[CH:4][C:5]=2[N:11]([CH3:12])[C:10]1=[O:13] |f:2.3,4.5.6|. Procedure: The mixture of 0.08 g (0.22 mmole) of 2-chloro-7,7-difluoro-5-methyl-9-(3-phenyl-propyl)-5,7,8,9-tetrahydro-pyrimido[4,5-b][1,4]diazepin-6-one (VII-281), 0.069 g (0.26 mmole) of 4-amino-3-methoxy-N-(1-methyl-piperidin-4-yl)-benzamide, 0.062 g (0.33 mmole) of p-toluenesulfonic acid monohydrate and 4 mL of isopropanol was heated in a pressure tube at 140 degrees overnight. After cooling, dichloromethane and saturated sodium carbonate were added. The mixture was extracted with dichloromethane twice... Reactants: C(C)(=O)NC=1C=C2CCC(C2=CC1Br)CCC(=O)O (5-acetamido-6-bromo-2-carboxyethylindane), FC(C(=O)O)(F)F (trifluoroacetic acid), [N+](=O)(O)[O-] (nitric acid). Reaction conditions: time 2 hour. The product is C(C)(=O)NC=1C(=C2CCC(C2=CC1Br)CCC(=O)O)[N+](=O)[O-] (5-Acetamido-6-bromo-2-carboxyethyl-4-nitroindane). Reaction SMILES: [C:1]([NH:4][C:5]1[CH:6]=[C:7]2[C:11](=[CH:12][C:13]=1[Br:14])[CH:10]([CH2:15][CH2:16][C:17]([OH:19])=[O:18])[CH2:9][CH2:8]2)(=[O:3])[CH3:2].FC(F)(F)C(O)=O.[N+:27]([O-])([OH:29])=[O:28]>>[C:1]([NH:4][C:5]1[C:6]([N+:27]([O-:29])=[O:28])=[C:7]2[C:11](=[CH:12][C:13]=1[Br:14])[CH:10]([CH2:15][CH2:16][C:17]([OH:19])=[O:18])[CH2:9][CH2:8]2)(=[O:3])[CH3:2]. Reported procedure: A mixture of 5-acetamido-6-bromo-2-carboxyethylindane (7 g, 20 mmol) and trifluoroacetic acid (150 mL) was cooled in an ice bath and treated with fuming nitric acid (10 mL). After 2 h at 0° C., the solvent was removed and the residue solidified upon addition of water. The solid was collected by filtration, washed with ether and dried. Crystallization from hot toluene gave the pure product (7 g). Reactants: BrCCCCN1C=NC2=C1C=CC=C2 (1-(4-bromobutyl)benzimidazole), N1(CCNCC1)C1=CC2=C(OCCO2)C=C1 (6-piperazino-1,4-benzodioxane). The solvent is C(C)#N (acetonitrile). Product: N1(C=NC2=C1C=CC=C2)CCCCN2CCN(CC2)C2=CC1=C(OCCO1)C=C2 (6-[4-(4-(benzimidazol-1-yl)butyl)piperazino]-1,4-benzodioxane). Reaction SMILES: Br[CH2:2][CH2:3][CH2:4][CH2:5][N:6]1[C:10]2[CH:11]=[CH:12][CH:13]=[CH:14][C:9]=2[N:8]=[CH:7]1.[N:15]1([C:21]2[CH:30]=[CH:29][C:24]3[O:25][CH2:26][CH2:27][O:28][C:23]=3[CH:22]=2)[CH2:20][CH2:19][NH:18][CH2:17][CH2:16]1>C(#N)C>[N:6]1([CH2:5][CH2:4][CH2:3][CH2:2][N:18]2[CH2:19][CH2:20][N:15]([C:21]3[CH:30]=[CH:29][C:24]4[O:25][CH2:26][CH2:27][O:28][C:23]=4[CH:22]=3)[CH2:16][CH2:17]2)[C:10]2[CH:11]=[CH:12][CH:13]=[CH:14][C:9]=2[N:8]=[CH:7]1. Reported procedure: Analogously to Example 1, reaction of 1-(4-bromobutyl)benzimidazole with 6-piperazino-1,4-benzodioxane ("A") in 200 ml of acetonitrile gives 6-[4-(4-(benzimidazol-1-yl)butyl)piperazino]-1,4-benzodioxane, m.p. 247-248°. The reactants are CN(C)C=O, CC1(C)OC(=O)Nc2ccc([N+](=O)[O-])cc21, [H][H]. Yields the product CC1(C)OC(=O)Nc2ccc(N)cc21. Reaction SMILES: [CH3:19][N:20]([CH3:21])[CH:22]=[O:23].[CH3:1][C:2]1([CH3:16])[O:3][C:4](=[O:15])[NH:5][c:6]2[c:7]1[cH:8][c:9]([N+:12]([O-:13])=[O:14])[cH:10][cH:11]2.[H:17][H:18]>>[CH3:1][C:2]1([CH3:16])[O:3][C:4](=[O:15])[NH:5][c:6]2[c:7]1[cH:8][c:9]([NH2:12])[cH:10][cH:11]2. The reactants are ClC=1C=CC(=C(C1)CCNC(C)=O)S(N)(=O)=O (N-[2-(5-chloro-2-sulfamoyl-phenyl)-ethyl]-acetamide), [OH-].[K+] (potassium hydroxide), Cl (hydrochloric acid). Reaction conditions: temperature 100 celsius, time 4 hour. Yields the product NCCC1=C(C=CC(=C1)Cl)S(=O)(=O)N (2-(2-Amino-ethyl)-4-chloro-benzenesulfonamide). Yield: 84.2%. RXN SMILES: [Cl:1][C:2]1[CH:3]=[CH:4][C:5]([S:14](=[O:17])(=[O:16])[NH2:15])=[C:6]([CH2:8][CH2:9][NH:10]C(=O)C)[CH:7]=1.[OH-].[K+].Cl>>[NH2:10][CH2:9][CH2:8][C:6]1[CH:7]=[C:2]([Cl:1])[CH:3]=[CH:4][C:5]=1[S:14]([NH2:15])(=[O:17])=[O:16] |f:1.2|. Procedure: A mixture of N-[2-(5-chloro-2-sulfamoyl-phenyl)-ethyl]-acetamide (209 mg, 0.76 mmol) and potassium hydroxide aqueous solution (2 mol/L, 3 mL, 6 mmol) was stirred at 100° C. for 4 h. After cooling to room temperature, the reaction was neutralized with 2N of aqueous hydrochloric acid solution. The mixture was concentrated to dryness and the residue was diluted with solvent (3% MeOH in DCM, 200 mL) and stirred for 1 h. The mixture was filtered and the filtrate was concentrated to afford the title c... Reactants: ClC1=CC=C2C(=C1)NC(C21C(NC(CC1C1=C(C=CC(=C1)Cl)OCC(C)C(=O)O)=O)C1=C(C=CC(=C1)F)C)=O (racemic (2′S,3S,4′R)-6-chloro-4′-[5-chloro-2-(2-hydroxycarbonyl-2-methyl-ethoxy)-phenyl]-2′-(5-fluoro-2-methyl-phenyl)spiro[3H-indole-3,3′-piperidine]-2,6′(1H)-dione), Cl.FC(CN)(F)F (2,2,2-trifluoroethylamine hydrochloride), CCN=C=NCCCN(C)C.Cl (EDC.HCl), C=1C=CC2=C(C1)N=NN2O (HOBt), CCN(C(C)C)C(C)C (DIPEA), C1CCOC1 (THF). Procedure details: In a manner similar to the method described in Example 27, racemic (2′S,3S,4′R)-6-chloro-4′-[5-chloro-2-(2-hydroxycarbonyl-2-methyl-ethoxy)-phenyl]-2′-(5-fluoro-2-methyl-phenyl)spiro[3H-indole-3,3′-piperidine]-2,6′(1H)-dione (150 mg, 0.263 mmol) was reacted with 2,2,2-trifluoroethylamine hydrochloride (71 mg, 0.526 mmol), EDC.HCl (100 mg, 0.526 mmol), HOBt (71 mg, 0.526 mmol) and DIPEA (204 mg, 1.579 mmol) in anhydrous THF (3 mL) to give title compound as a white solid (50 mg). Product: ClC1=CC=C2C(=C1)NC(C21C(NC(CC1C1=C(C=CC(=C1)Cl)OC(C)(C(NCC(F)(F)F)=O)C)=O)C1=C(C=CC(=C1)F)C)=O (Racemic (2′S,3S,4′R)-6-chloro-4′-{5-chloro-2-[1-methyl-1-(2,2,2-trifluoro-ethylcarbamoyl)-ethoxy]-phenyl}-2′-(5-fluoro-2-methyl-phenyl)spiro[3H-indole-3,3′-piperidine]-2,6′(1H)-dione). As a reaction SMILES: [Cl:1][C:2]1[CH:7]=[C:6]2[NH:8][C:9](=[O:39])[C:10]3([CH:15]([C:16]4[CH:21]=[C:20]([Cl:22])[CH:19]=[CH:18][C:17]=4[O:23]CC(C(O)=O)C)[CH2:14][C:13](=[O:30])[NH:12][CH:11]3[C:31]3[CH:36]=[C:35]([F:37])[CH:34]=[CH:33][C:32]=3[CH3:38])[C:5]2=[CH:4][CH:3]=1.Cl.[F:41][C:42]([F:46])([F:45])[CH2:43][NH2:44].CCN=C=N[CH2:52][CH2:53][CH2:54]N(C)C.Cl.C1C=CC2N(O)N=NC=2C=1.CCN(C(C)C)C(C)C.C1C[O:81][CH2:80]C1>>[Cl:1][C:2]1[CH:7]=[C:6]2[NH:8][C:9](=[O:39])[C:10]3([CH:15]([C:16]4[CH:21]=[C:20]([Cl:22])[CH:19]=[CH:18][C:17]=4[O:23][C:53]([CH3:54])([C:80](=[O:81])[NH:44][CH2:43][C:42]([F:46])([F:45])[F:41])[CH3:52])[CH2:14][C:13](=[O:30])[NH:12][CH:11]3[C:31]3[CH:36]=[C:35]([F:37])[CH:34]=[CH:33][C:32]=3[CH3:38])[C:5]2=[CH:4][CH:3]=1 |f:1.2,3.4|. Starting materials: FC(C(=O)O)(F)F.C(C)S(=O)(=O)N1CCC(CC1)C1=CNC2=C(C=C(C=C12)C1=CSC(=C1)CN(C)[C@H](CO)C)C(=O)N (3-[1-(ethylsulfonyl)-4-piperidinyl]-5-(5-{[[(1S)-2-hydroxy-1-methylethyl](methyl)amino]methyl}-3-thienyl)-1H-indole-7-carboxamide trifluoroacetate), N[C@@H](CO)C ((2R)-2-amino-1-propanol). Product: FC(C(=O)O)(F)F.C(C)S(=O)(=O)N1CCC(CC1)C1=CNC2=C(C=C(C=C12)C1=CSC(=C1)CN(C)[C@H]1[C@@H](CCC1)O)C(=O)N (3-[1-(ethylsulfonyl)-4-piperidinyl]-5-(5-{[[(1R,2R)-2-hydroxycyclopentyl](methyl)amino]methyl}-3-thienyl)-1H-indole-7-carboxamide trifluoroacetate). Isolated yield 21.8%. As a reaction SMILES: [F:1][C:2]([F:7])([F:6])[C:3]([OH:5])=[O:4].[CH2:8]([S:10]([N:13]1[CH2:18][CH2:17][CH:16]([C:19]2[C:27]3[C:22](=[C:23]([C:40]([NH2:42])=[O:41])[CH:24]=[C:25]([C:28]4[CH:32]=[C:31]([CH2:33][N:34]([C@@H:36]([CH3:39])[CH2:37][OH:38])[CH3:35])[S:30][CH:29]=4)[CH:26]=3)[NH:21][CH:20]=2)[CH2:15][CH2:14]1)(=[O:12])=[O:11])[CH3:9].N[C@H:44](C)[CH2:45]O>>[F:1][C:2]([F:7])([F:6])[C:3]([OH:5])=[O:4].[CH2:8]([S:10]([N:13]1[CH2:18][CH2:17][CH:16]([C:19]2[C:27]3[C:22](=[C:23]([C:40]([NH2:42])=[O:41])[CH:24]=[C:25]([C:28]4[CH:32]=[C:31]([CH2:33][N:34]([C@@H:36]5[CH2:39][CH2:45][CH2:44][C@H:37]5[OH:38])[CH3:35])[S:30][CH:29]=4)[CH:26]=3)[NH:21][CH:20]=2)[CH2:15][CH2:14]1)(=[O:11])=[O:12])[CH3:9] |f:0.1,3.4|. Procedure details: The title compound was prepared according to the general procedure of 3-[1-(ethylsulfonyl)-4-piperidinyl]-5-(5-{[[(1S)-2-hydroxy-1-methylethyl](methyl)amino]methyl}-3-thienyl)-1H-indole-7-carboxamide trifluoroacetate (salt), substituting (1R,2R)-2-aminocyclopentanol (1.20 mmol) for (2R)-2-amino-1-propanol to afford 9.6 mg of the title compound (21.8%) Starting materials: CC(C)(C)OC(=O)Cc1ccc(Oc2ccc(C(=O)NCCc3ccc(Cl)cc3Cl)c(F)c2)c(C#N)c1, ClCCl, O=C(O)C(F)(F)F. Product: N#Cc1cc(CC(=O)O)ccc1Oc1ccc(C(=O)NCCc2ccc(Cl)cc2Cl)c(F)c1. RXN SMILES: [Cl:1][c:2]1[c:3]([CH2:4][CH2:5][NH:6][C:7](=[O:8])[c:9]2[c:10]([F:32])[cH:11][c:12]([O:13][c:14]3[c:15]([C:28]#[N:29])[cH:16][c:17]([CH2:20][C:21](=[O:22])[O:23][C:24]([CH3:25])([CH3:26])[CH3:27])[cH:18][cH:19]3)[cH:30][cH:31]2)[cH:33][cH:34][c:35]([Cl:37])[cH:36]1.[Cl:45][CH2:46][Cl:47].[F:38][C:39]([F:40])([F:41])[C:42]([OH:43])=[O:44]>>[Cl:1][c:2]1[c:3]([CH2:4][CH2:5][NH:6][C:7](=[O:8])[c:9]2[c:10]([F:32])[cH:11][c:12]([O:13][c:14]3[c:15]([C:28]#[N:29])[cH:16][c:17]([CH2:20][C:21](=[O:22])[OH:23])[cH:18][cH:19]3)[cH:30][cH:31]2)[cH:33][cH:34][c:35]([Cl:37])[cH:36]1. The reactants are C1CCOC1, CNC(=O)C(=NOC)c1ccccc1CO, FC(F)(F)c1ccc(Cl)nc1, [H-], [Na+], O. Yields the product CNC(=O)C(=NOC)c1ccccc1COc1ccc(C(F)(F)F)cn1. As a reaction SMILES: [CH2:30]1[O:31][CH2:32][CH2:33][CH2:34]1.[CH3:1][NH:2][C:3]([C:4](=[N:5][O:6][CH3:7])[c:8]1[c:9]([CH2:14][OH:15])[cH:10][cH:11][cH:12][cH:13]1)=[O:16].[Cl:19][c:20]1[n:21][cH:22][c:23]([C:26]([F:27])([F:28])[F:29])[cH:24][cH:25]1.[H-:17].[Na+:18].[OH2:35]>>[CH3:1][NH:2][C:3]([C:4](=[N:5][O:6][CH3:7])[c:8]1[c:9]([CH2:14][O:15][c:20]2[n:21][cH:22][c:23]([C:26]([F:27])([F:28])[F:29])[cH:24][cH:25]2)[cH:10][cH:11][cH:12][cH:13]1)=[O:16]. Starting materials: Cc1nc2ccccc2n1-c1nc(N2CCOCC2)c2nc(CBr)n(C)c2n1, CC(C)CC1CCNC1. The product is Cc1nc2ccccc2n1-c1nc(N2CCOCC2)c2nc(CN3CCC(CC(C)C)C3)n(C)c2n1. RXN SMILES: [Br:1][CH2:2][c:3]1[n:4]([CH3:28])[c:5]2[n:6][c:7](-[n:18]3[c:19]([CH3:27])[n:20][c:21]4[c:22]3[cH:23][cH:24][cH:25][cH:26]4)[n:8][c:9]([N:12]3[CH2:13][CH2:14][O:15][CH2:16][CH2:17]3)[c:10]2[n:11]1.[CH2:29]([CH:30]([CH3:31])[CH3:32])[CH:33]1[CH2:34][NH:35][CH2:36][CH2:37]1>>[CH2:2]([c:3]1[n:4]([CH3:28])[c:5]2[n:6][c:7](-[n:18]3[c:19]([CH3:27])[n:20][c:21]4[c:22]3[cH:23][cH:24][cH:25][cH:26]4)[n:8][c:9]([N:12]3[CH2:13][CH2:14][O:15][CH2:16][CH2:17]3)[c:10]2[n:11]1)[N:35]1[CH2:34][CH:33]([CH2:29][CH:30]([CH3:31])[CH3:32])[CH2:37][CH2:36]1.